Dataset: the Open Reaction Database (ORD), a public repository of structured organic reaction records. Task: describe an organic reaction: reactants, conditions, products, and yield Reactants: O=C(O)C=Cc1ccc(Br)s1, COCCOC, OB(O)c1ccc(Cl)cc1, [Na+], [Na+], O=C([O-])[O-], c1ccc(P(c2ccccc2)(c2ccccc2)[Pd](P(c2ccccc2)(c2ccccc2)c2ccccc2)(P(c2ccccc2)(c2ccccc2)c2ccccc2)P(c2ccccc2)(c2ccccc2)c2ccccc2)cc1. Yields the product O=C(O)C=Cc1ccc(-c2ccc(Cl)cc2)s1. RXN SMILES: [Br:1][c:2]1[cH:3][cH:4][c:5]([CH:7]=[CH:8][C:9](=[O:10])[OH:11])[s:6]1.[CH3:28][O:29][CH2:30][CH2:31][O:32][CH3:33].[Cl:12][c:13]1[cH:14][cH:15][c:16]([B:19]([OH:20])[OH:21])[cH:17][cH:18]1.[Na+:22].[Na+:23].[O-:24][C:25](=[O:26])[O-:27].[cH:34]1[cH:35][cH:36][c:37]([P:38]([Pd:39]([P:40]([c:41]2[cH:42][cH:43][cH:44][cH:45][cH:46]2)([c:47]2[cH:48][cH:49][cH:50][cH:51][cH:52]2)[c:53]2[cH:54][cH:55][cH:56][cH:57][cH:58]2)([P:59]([c:60]2[cH:61][cH:62][cH:63][cH:64][cH:65]2)([c:66]2[cH:67][cH:68][cH:69][cH:70][cH:71]2)[c:72]2[cH:73][cH:74][cH:75][cH:76][cH:77]2)[P:78]([c:79]2[cH:80][cH:81][cH:82][cH:83][cH:84]2)([c:85]2[cH:86][cH:87][cH:88][cH:89][cH:90]2)[c:91]2[cH:92][cH:93][cH:94][cH:95][cH:96]2)([c:97]2[cH:98][cH:99][cH:100][cH:101][cH:102]2)[c:103]2[cH:104][cH:105][cH:106][cH:107][cH:108]2)[cH:109][cH:110]1>>[c:2]1(-[c:16]2[cH:15][cH:14][c:13]([Cl:12])[cH:18][cH:17]2)[cH:3][cH:4][c:5]([CH:7]=[CH:8][C:9](=[O:10])[OH:11])[s:6]1.